From a dataset of the Open Reaction Database (ORD), a public repository of structured organic reaction records. describe an organic reaction: reactants, conditions, products, and yield Procedure: A mixture of 2 g of N-methylbenzene-1,4-diamine dihydrochloride, 2 g of 3-amino-2-chloro-6-methylphenol hydrochloride, 20 ml of water, 20 ml of ethanol and 7.6 ml of 9% aqueous hydrogen peroxide solution, a mixture brought to pH 9.5 with 20% ammonium hydroxide in water, is stirred at ambient temperature for 5 hours. 2.5 g of 3-amino-2-chloro-6-methyl-4-{[4-(methylamino)phenyl]imino}cyclohexa-2,5-dien-1-one (1n) are obtained. Isolated yield 88.4%. Product: NC1=C(C(C(=CC1=NC1=CC=C(C=C1)NC)C)=O)Cl (3-amino-2-chloro-6-methyl-4-{[4-(methylamino)phenyl]imino}cyclohexa-2,5-dien-1-one). Reaction conditions: time 5 hour. Run in O (water), O (water), C(C)O (ethanol). As a reaction SMILES: Cl.Cl.[CH3:3][NH:4][C:5]1[CH:10]=[CH:9][C:8]([NH2:11])=[CH:7][CH:6]=1.Cl.[NH2:13][C:14]1[C:15]([Cl:22])=[C:16]([OH:21])[C:17]([CH3:20])=[CH:18][CH:19]=1.OO.[OH-].[NH4+]>O.C(O)C>[NH2:13][C:14]1[C:19](=[N:11][C:8]2[CH:9]=[CH:10][C:5]([NH:4][CH3:3])=[CH:6][CH:7]=2)[CH:18]=[C:17]([CH3:20])[C:16](=[O:21])[C:15]=1[Cl:22] |f:0.1.2,3.4,6.7|. The reactants are [OH-].[NH4+] (ammonium hydroxide), Cl.Cl.CNC1=CC=C(C=C1)N (N-methylbenzene-1,4-diamine dihydrochloride), Cl.NC=1C(=C(C(=CC1)C)O)Cl (3-amino-2-chloro-6-methylphenol hydrochloride), OO (hydrogen peroxide). The reactants are O=c1[nH]c2ccc(C(F)(F)F)cc2[nH]c1=O, [K+], O=[N+]([O-])[O-], O, O=S(=O)(O)O. The product is O=c1[nH]c2cc([N+](=O)[O-])c(C(F)(F)F)cc2[nH]c1=O. As a reaction SMILES: [F:1][C:2]([c:3]1[cH:4][c:5]2[nH:6][c:7](=[O:14])[c:8](=[O:13])[nH:9][c:10]2[cH:11][cH:12]1)([F:15])[F:16].[K+:21].[N+:17](=[O:18])([O-:19])[O-:20].[OH2:22].[S:23](=[O:24])(=[O:25])([OH:26])[OH:27]>>[F:1][C:2]([c:3]1[cH:4][c:5]2[nH:6][c:7](=[O:14])[c:8](=[O:13])[nH:9][c:10]2[cH:11][c:12]1[N+:17](=[O:18])[O-:19])([F:15])[F:16]. Reactants: CC(=O)N(CCN(C)C)c1ccc(C(=O)Nc2cc(-c3cccs3)ccc2NC(=O)OC(C)(C)C)cc1, ClCCl, O=C(O)C(F)(F)F. Product: CC(=O)N(CCN(C)C)c1ccc(C(=O)Nc2cc(-c3cccs3)ccc2N)cc1. RXN SMILES: [C:8]([CH3:9])(=[O:10])[N:11]([c:12]1[cH:13][cH:14][c:15]([C:16](=[O:17])[NH:18][c:19]2[c:20]([NH:30][C:31](=[O:32])[O:33][C:34]([CH3:35])([CH3:36])[CH3:37])[cH:21][cH:22][c:23](-[c:25]3[s:26][cH:27][cH:28][cH:29]3)[cH:24]2)[cH:38][cH:39]1)[CH2:40][CH2:41][N:42]([CH3:43])[CH3:44].[Cl:45][CH2:46][Cl:47].[F:1][C:2]([F:3])([F:4])[C:5]([OH:6])=[O:7]>>[C:8]([CH3:9])(=[O:10])[N:11]([c:12]1[cH:13][cH:14][c:15]([C:16](=[O:17])[NH:18][c:19]2[c:20]([NH2:30])[cH:21][cH:22][c:23](-[c:25]3[s:26][cH:27][cH:28][cH:29]3)[cH:24]2)[cH:38][cH:39]1)[CH2:40][CH2:41][N:42]([CH3:43])[CH3:44]. The reactants are CN, CCO, ClCc1ccc(Cl)nc1, O. Yields the product CNCc1ccc(Cl)nc1. Reaction SMILES: [CH3:10][NH2:11].[CH3:12][CH2:13][OH:14].[Cl:1][c:2]1[n:3][cH:4][c:5]([CH2:8][Cl:9])[cH:6][cH:7]1.[OH2:15]>>[Cl:1][c:2]1[n:3][cH:4][c:5]([CH2:8][NH:11][CH3:10])[cH:6][cH:7]1.